From a dataset of the Open Reaction Database (ORD), a public repository of structured organic reaction records. describe an organic reaction: reactants, conditions, products, and yield The reactants are C(C)(=O)C=1C(=C(N(C1C)C1=C(C=C(C=C1)OC)OC)C)C(C)=O (1-[4-acetyl-1-(2,4-dimethoxy-phenyl)-2,5-dimethyl-1H-pyrrol-3-yl]-ethanone), Example 70, C(C)[S-].[Na+] (sodium ethanethiolate). Run in CN(C)C=O (DMF). Reaction conditions: temperature 120 celsius, time 20 minute. The product is C(C)(=O)C=1C(=C(N(C1C)C1=C(C=C(C=C1)OC)O)C)C(C)=O (1-[4-acetyl-1-(2-hydroxy-4-methoxy-phenyl)-2,5-dimethyl-1H-pyrrol-3-yl]-ethanone). As a reaction SMILES: [C:1]([C:4]1[C:5]([C:21](=[O:23])[CH3:22])=[C:6]([CH3:20])[N:7]([C:10]2[CH:15]=[CH:14][C:13]([O:16][CH3:17])=[CH:12][C:11]=2[O:18]C)[C:8]=1[CH3:9])(=[O:3])[CH3:2].C([S-])C.[Na+]>CN(C=O)C>[C:1]([C:4]1[C:5]([C:21](=[O:23])[CH3:22])=[C:6]([CH3:20])[N:7]([C:10]2[CH:15]=[CH:14][C:13]([O:16][CH3:17])=[CH:12][C:11]=2[OH:18])[C:8]=1[CH3:9])(=[O:3])[CH3:2] |f:1.2|. Procedure: To a stirring solution of 1-[4-acetyl-1-(2,4-dimethoxy-phenyl)-2,5-dimethyl-1H-pyrrol-3-yl]-ethanone prepared as in Example 70 (1580 mg, 0.5 mmol) in 2.0 mL of dry DMF at rt was added sodium ethanethiolate (80%, Aldrich; 210 mg, 2.0 mmol). After 20 min at rt, it was heated to 120° C. and stirred for an additional 2 h before it was quenched with 1N HCl (5 mL). It was extracted with EtOAc (2×10 mL), and the combined organic extracts were washed with dried with MgSO4, filtered, and concentrated in ... Reactants: ClC=1C=C(C=CC1OC)C1=NC(=NO1)C=1C=C2C=CNC2=CC1 (5-(3-Chloro-4-methoxyphenyl)-3-(1H-indol-5-yl)-1,2,4-oxadiazole), C1CCOC1 (THF), C(F)(F)(F)C(=O)O (CF3CO2H). The product is ClC=1C=C(C=CC1OC)C1=NC(=NO1)C=1C=C2CCNC2=CC1 (5-(3-Chloro-4-methoxyphenyl)-3-(indolin-5-yl)-1,2,4-oxadiazole). The yield is 98.7%. Reaction SMILES: [Cl:1][C:2]1[CH:3]=[C:4]([C:10]2[O:14][N:13]=[C:12]([C:15]3[CH:16]=[C:17]4[C:21](=[CH:22][CH:23]=3)[NH:20][CH:19]=[CH:18]4)[N:11]=2)[CH:5]=[CH:6][C:7]=1[O:8][CH3:9].C1COCC1.C(C(O)=O)(F)(F)F>>[Cl:1][C:2]1[CH:3]=[C:4]([C:10]2[O:14][N:13]=[C:12]([C:15]3[CH:16]=[C:17]4[C:21](=[CH:22][CH:23]=3)[NH:20][CH2:19][CH2:18]4)[N:11]=2)[CH:5]=[CH:6][C:7]=1[O:8][CH3:9]. Reported procedure: To a solution of the product of Step E (0.11 g; 0.34 mmol) in 1M BH3 in THF (0.68 ml; 0.68 mmol) CF3CO2H (1 ml) was added drop wise at 0° C. with stirring. After the addition was completed (˜5 min) the reaction was quenched with H2O (0.5 ml) and the solvents were removed under reduced pressure. The residue was diluted to 15 ml with EtOAc and was washed with 1 M NaOH (2×2 ml), brine and dried over anhydrous MgSO4 and filtered. The filtrate was evaporated to dryness under reduced pressure to give ... Starting materials: ClC1=C(C(=O)OCC)C=CC=N1 (ethyl 2-chloronicotinate), C12(CC3CC(CC(C1)C3)C2)CN (1-adamantanemethylamine), C(C)C(CN)CC (2-ethylbutylamine). The product is C12(CC3CC(CC(C1)C3)C2)CNC2=C(C(=O)O)C=CC=N2 (2-[(1-adamantylmethyl)amino]nicotinic acid). RXN SMILES: Cl[C:2]1[N:12]=[CH:11][CH:10]=[CH:9][C:3]=1[C:4]([O:6]CC)=[O:5].[C:13]12([CH2:23][NH2:24])[CH2:22][CH:17]3[CH2:18][CH:19]([CH2:21][CH:15]([CH2:16]3)[CH2:14]1)[CH2:20]2.C(C(CC)CN)C>>[C:13]12([CH2:23][NH:24][C:2]3[N:12]=[CH:11][CH:10]=[CH:9][C:3]=3[C:4]([OH:6])=[O:5])[CH2:20][CH:19]3[CH2:18][CH:17]([CH2:16][CH:15]([CH2:21]3)[CH2:14]1)[CH2:22]2. Reported procedure: The title compound was prepared according to the procedure of Example 3A substituting 2-chloronicotinic acid for ethyl 2-chloronicotinate and 1-adamantanemethylamine for 2-ethylbutylamine (0.185 g, 79%). MS (ESI+) m/z 287.1 (M+H)+; 1H NMR (300 MHz, DMSO-d6) δ 1.74 (m, 12H), 2.00 (s, 3H), 3.31 (m, 2H), 6.60 (dd, J=7.35, 5.52 Hz, 1H), 7.96 (dd, J=5.33, 2.02 Hz, 1H), 8.26 (dd, J=7.35, 1.84 Hz, 1H). Reactants: CN(C=O)C (N,N-dimethylformamide), [Cl-].[NH4+] (ammonium chloride), C1(CC1)C1=CC=C(C=C1)Br (4-cyclopropylbromobenzene), C(C)(C)(C)[Li] (tert-butyl lithium). Run in O1CCCC1 (tetrahydrofuran), O1CCCC1 (tetrahydrofuran). Conditions: temperature -78 celsius, time 30 minute. Product: C1(CC1)C1=CC=C(C=O)C=C1 (4-cyclopropylbenzaldehyde). As a reaction SMILES: [CH:1]1([C:4]2[CH:9]=[CH:8][C:7](Br)=[CH:6][CH:5]=2)[CH2:3][CH2:2]1.C([Li])(C)(C)C.CN(C)[CH:18]=[O:19].[Cl-].[NH4+]>O1CCCC1>[CH:1]1([C:4]2[CH:9]=[CH:8][C:7]([CH:18]=[O:19])=[CH:6][CH:5]=2)[CH2:3][CH2:2]1 |f:3.4|. Procedure: To a solution of 4-bromostylene (1.83 g) in dichloromethane (5 mL) was added diethylzinc (1 mol/L, 30 mL) under an argon atmosphere at 0° C., and the mixture was stirred at the same temperature for 10 minutes. Chloroiodomethane (4.3 mL) was added to the mixture, and the mixture was warmed to room temperature and stirred for 9 days. To the reaction mixture was added a saturated aqueous ammonium chloride solution, and the mixture was extracted with diethyl ether. The organic layer was dried over a...